Task: describe an organic reaction: reactants, conditions, products, and yield. Dataset: the Open Reaction Database (ORD), a public repository of structured organic reaction records Starting materials: CC=1C=C(C#N)C=CC1C (3,4,-dimethyl-benzonitrile), C1CCOC1 (THF), solution, C(CCC)[Li] (n-butyl lithium), N1=CC=CC=2CCCCC12 (5,6,7,8-Tetrahydroquinoline), C1CCOC1 (THF). Conditions: temperature 0 celsius, time 20 minute. Product: CC=1C=C(C(=O)C2CCCC=3C=CC=NC23)C=CC1C (5,6,7,8-Tetrahydro-8-(3,4-dimethylbenzoyl)quinoline). As a reaction SMILES: [N:1]1[C:10]2[CH2:9][CH2:8][CH2:7][CH2:6][C:5]=2[CH:4]=[CH:3][CH:2]=1.C([Li])CCC.[CH3:16][C:17]1[CH:18]=[C:19]([CH:22]=[CH:23][C:24]=1[CH3:25])[C:20]#N.C1C[O:29]CC1>>[CH3:16][C:17]1[CH:18]=[C:19]([CH:22]=[CH:23][C:24]=1[CH3:25])[C:20]([CH:9]1[C:10]2[N:1]=[CH:2][CH:3]=[CH:4][C:5]=2[CH2:6][CH2:7][CH2:8]1)=[O:29]. Procedure details: 5,6,7,8-Tetrahydroquinoline (7.2g 0.054M) was dissolved in THF (50ml) and cooled to 0° C. 35ml of a solution of n-butyl lithium (1.6M in hexane) was added. The mixture was left for 20 minutes then a solution of 3,4,-dimethyl-benzonitrile (7g 0.053M) in THF (50ml) was added. The mixture was allowed to stand for 30 minutes them 2MHCl (100ml) was added. The mixture was allowed to stand for 16 hours after which the resulting yellow crystals were filtered off and washed with isopropyl alcohol then et... The reactants are C, ClCCl, COC(=O)c1ccc(-c2cc(I)c(F)cc2F)c(C)c1, CC1C(c2cc(C(F)(F)F)cc(C(F)(F)F)c2)OC(=O)N1Cc1cc(C(F)(F)F)ccc1B1OC(C)(C)C(C)(C)O1, [Na+], [Na+], O=C([O-])[O-]. Yields the product COC(=O)c1ccc(-c2cc(-c3ccc(C(F)(F)F)cc3CN3C(=O)OC(c4cc(C(F)(F)F)cc(C(F)(F)F)c4)C3C)c(F)cc2F)c(C)c1. As a reaction SMILES: [CH4:21].[Cl:69][CH2:70][Cl:71].[F:1][c:2]1[c:3](-[c:10]2[c:11]([CH3:20])[cH:12][c:13]([C:16](=[O:17])[O:18][CH3:19])[cH:14][cH:15]2)[cH:4][c:5]([I:9])[c:6]([F:8])[cH:7]1.[F:22][C:23]([c:24]1[cH:25][c:26]([CH:34]2[CH:35]([CH3:60])[N:36]([CH2:40][c:41]3[c:42]([B:51]4[O:52][C:53]([CH3:54])([CH3:55])[C:56]([CH3:57])([CH3:58])[O:59]4)[cH:43][cH:44][c:45]([C:47]([F:48])([F:49])[F:50])[cH:46]3)[C:37](=[O:39])[O:38]2)[cH:27][c:28]([C:30]([F:31])([F:32])[F:33])[cH:29]1)([F:61])[F:62].[Na+:63].[Na+:64].[O-:65][C:66](=[O:67])[O-:68]>>[F:1][c:2]1[c:3](-[c:10]2[c:11]([CH3:20])[cH:12][c:13]([C:16](=[O:17])[O:18][CH3:19])[cH:14][cH:15]2)[cH:4][c:5](-[c:42]2[c:41]([CH2:40][N:36]3[CH:35]([CH3:60])[CH:34]([c:26]4[cH:25][c:24]([C:23]([F:22])([F:61])[F:62])[cH:29][c:28]([C:30]([F:31])([F:32])[F:33])[cH:27]4)[O:38][C:37]3=[O:39])[cH:46][c:45]([C:47]([F:48])([F:49])[F:50])[cH:44][cH:43]2)[c:6]([F:8])[cH:7]1. The reactants are NC1=CC=C2COC(C2=C1)=C1C(NC2=CC=CC=C12)=O (3-(6-Amino-3H-isobenzofuran-1-ylidene)-1,3-dihydro-indol-2-one), C(C)(C)N(C(C)C)CC (N,N-diisopropylethylamine), IC (iodomethane), C1CCOC1 (THF). The reagents and catalysts are [O-]S(=O)(=O)C(F)(F)F.[Ag+] (silver triflate). Run at time 21 hour. The product is CN(C1=CC=C2COC(C2=C1)=C1C(NC2=CC=CC=C12)=O)C (3-(6-Dimethylamino-3H-isobenzofuran-1-ylidene)-1,3-dihydro-indol-2-one), CNC1=CC=C2COC(C2=C1)=C1C(NC2=CC=CC=C12)=O (3-(6-Methylamino-3H-isobenzofuran-1-ylidene)-1,3-dihydro-indol-2-one). RXN SMILES: [NH2:1][C:2]1[CH:10]=[C:9]2[C:5]([CH2:6][O:7][C:8]2=[C:11]2[C:19]3[C:14](=[CH:15][CH:16]=[CH:17][CH:18]=3)[NH:13][C:12]2=[O:20])=[CH:4][CH:3]=1.[CH:21]([N:24]([CH2:28]C)[CH:25]([CH3:27])[CH3:26])(C)C.I[CH3:31].[CH2:32]1[CH2:36][O:35][CH2:34][CH2:33]1>[O-]S(C(F)(F)F)(=O)=O.[Ag+]>[CH3:21][N:24]([CH3:28])[C:25]1[CH:27]=[C:32]2[C:33]([CH2:34][O:35][C:36]2=[C:11]2[C:19]3[C:14](=[CH:15][CH:16]=[CH:17][CH:18]=3)[NH:13][C:12]2=[O:20])=[CH:31][CH:26]=1.[CH3:21][NH:1][C:2]1[CH:10]=[C:9]2[C:5]([CH2:6][O:7][C:8]2=[C:11]2[C:19]3[C:14](=[CH:15][CH:16]=[CH:17][CH:18]=3)[NH:13][C:12]2=[O:20])=[CH:4][CH:3]=1 |f:4.5|. Reported procedure: To a solution of 3-(6-Amino-3H-isobenzofuran-1-ylidene)-1,3-dihydro-indol-2-one (50.0 mg, 0.189 mmol) and N,N-diisopropylethylamine (65.8 μL, 0.378 mmol) in 2.0 mL THF was added iodomethane (12.9 μL, 0.208 mmol). After stirring at room temperature for 21 h, silver triflate (53.4 mg, 0.208 mmol) was added and the mixture heated at 45° C. for 16 h. The mixture was partitioned between EtOAc and saturated NaHCO3 and the organic separated. The organic layer was washed with H2O, brine and then dried w... Starting materials: [N+](=O)([O-])C1=CC=C(C=C1)OC1=CC=C(C=C1)N=C=S (4-(4-nitrophenyloxy)-phenylisothiocyanate), SCCC(=O)O (3-mercaptopropionic acid), O (water). The solvent is CN(C=O)C (dimethyl formamide). The product is C(=O)(O)CCSC(NC1=CC=C(C=C1)OC1=CC=C(C=C1)[N+](=O)[O-])=S (N-[4-(4-nitro-phenyloxy)-phenyl]-dithiocarbamic acid-(2-carboxyethyl)-ester). RXN SMILES: [N+:1]([C:4]1[CH:9]=[CH:8][C:7]([O:10][C:11]2[CH:16]=[CH:15][C:14]([N:17]=[C:18]=[S:19])=[CH:13][CH:12]=2)=[CH:6][CH:5]=1)([O-:3])=[O:2].[SH:20][CH2:21][CH2:22][C:23]([OH:25])=[O:24].O>CN(C)C=O>[C:23]([CH2:22][CH2:21][S:20][C:18](=[S:19])[NH:17][C:14]1[CH:15]=[CH:16][C:11]([O:10][C:7]2[CH:8]=[CH:9][C:4]([N+:1]([O-:3])=[O:2])=[CH:5][CH:6]=2)=[CH:12][CH:13]=1)([OH:25])=[O:24]. Reported procedure: A solution of 27.2 g of 4-(4-nitrophenyloxy)-phenylisothiocyanate (m.p. 124°-125° C) and 10 ml of 3-mercaptopropionic acid in 250 ml of anhydrous dimethyl formamide is stirred at room temperature. When the reaction is complete, the solution is poured, with stirring, into 250 ml of water. The resultant fine precipitate is collected by filtration, washed with water and dried under reduced pressure to yield the N-[4-(4-nitro-phenyloxy)-phenyl]-dithiocarbamic acid-(2-carboxyethyl)-ester with a melti...